This data is from the Open Reaction Database (ORD), a public repository of structured organic reaction records. The task is: describe an organic reaction: reactants, conditions, products, and yield Starting materials: O=[N+]([O-])c1ccc(C(F)(F)F)c(CBr)c1, C1CCOC1, C[Si](C)(C)[N-][Si](C)(C)C, ClCCl, O=C(Nc1cc[nH]n1)c1c(F)cccc1F, [Li+]. The product is O=C(Nc1ccn(Cc2cc([N+](=O)[O-])ccc2C(F)(F)F)n1)c1c(F)cccc1F. As a reaction SMILES: [Br:27][CH2:28][c:29]1[c:30]([C:38]([F:39])([F:40])[F:41])[cH:31][cH:32][c:33]([N+:35](=[O:36])[O-:37])[cH:34]1.[CH2:42]1[O:43][CH2:44][CH2:45][CH2:46]1.[CH3:17][Si:18]([N-:19][Si:20]([CH3:21])([CH3:22])[CH3:23])([CH3:24])[CH3:25].[Cl:47][CH2:48][Cl:49].[F:1][c:2]1[c:3]([C:4](=[O:5])[NH:6][c:7]2[n:8][nH:9][cH:10][cH:11]2)[c:12]([F:16])[cH:13][cH:14][cH:15]1.[Li+:26]>>[F:1][c:2]1[c:3]([C:4](=[O:5])[NH:6][c:7]2[n:8][n:9]([CH2:28][c:29]3[c:30]([C:38]([F:39])([F:40])[F:41])[cH:31][cH:32][c:33]([N+:35](=[O:36])[O-:37])[cH:34]3)[cH:10][cH:11]2)[c:12]([F:16])[cH:13][cH:14][cH:15]1. Starting materials: O=[N+]([O-])c1ccc(OCC2CO2)cc1, c1cc(N2CCNCC2)c2cc[nH]c2c1. Yields the product O=[N+]([O-])c1ccc(OCC(O)CN2CCN(c3cccc4[nH]ccc34)CC2)cc1. As a reaction SMILES: [O:1]1[CH2:2][CH:3]1[CH2:4][O:5][c:6]1[cH:7][cH:8][c:9]([N+:12](=[O:13])[O-:14])[cH:10][cH:11]1.[nH:15]1[cH:16][cH:17][c:18]2[c:19]([N:24]3[CH2:25][CH2:26][NH:27][CH2:28][CH2:29]3)[cH:20][cH:21][cH:22][c:23]12>>[OH:1][CH:3]([CH2:2][N:27]1[CH2:26][CH2:25][N:24]([c:19]2[c:18]3[cH:17][cH:16][nH:15][c:23]3[cH:22][cH:21][cH:20]2)[CH2:29][CH2:28]1)[CH2:4][O:5][c:6]1[cH:7][cH:8][c:9]([N+:12](=[O:13])[O-:14])[cH:10][cH:11]1. The reactants are anhydride, N[C@@H](C)C(=O)CCl (H-Ala-CH2Cl), N([C@@H](CC(C)C)C(=O)N[C@@H](CC(OC(C)(C)C)=O)C(=O)N[C@@H](CC(C)C)C(=O)O)C(=O)OCC1=CC=CC=C1 (Z-Leu-Asp(OtBu)-Leu-OH), CN1CCOCC1 (N-methylmorpholine), ClC(=O)OCC(C)C (Isobutyl chloroformate). Run in ThF. Run at temperature -20 celsius, time 3 hour. Yields the product N([C@@H](CC(C)C)C(=O)N[C@@H](CC(OC(C)(C)C)=O)C(=O)N[C@@H](CC(C)C)C(=O)N[C@@H](C)C(=O)CCl)C(=O)OCC1=CC=CC=C1 (Z-Leu-Asp(OtBu)-Leu-Ala-CH2Cl). Reaction SMILES: [NH:1]([C:30]([O:32][CH2:33][C:34]1[CH:39]=[CH:38][CH:37]=[CH:36][CH:35]=1)=[O:31])[C@H:2]([C:7]([NH:9][C@H:10]([C:19]([NH:21][C@H:22]([C:27](O)=[O:28])[CH2:23][CH:24]([CH3:26])[CH3:25])=[O:20])[CH2:11][C:12](=[O:18])[O:13][C:14]([CH3:17])([CH3:16])[CH3:15])=[O:8])[CH2:3][CH:4]([CH3:6])[CH3:5].CN1CCOCC1.ClC(OCC(C)C)=O.[NH2:55][C@H:56]([C:58]([CH2:60][Cl:61])=[O:59])[CH3:57]>>[NH:1]([C:30]([O:32][CH2:33][C:34]1[CH:35]=[CH:36][CH:37]=[CH:38][CH:39]=1)=[O:31])[C@H:2]([C:7]([NH:9][C@H:10]([C:19]([NH:21][C@H:22]([C:27]([NH:55][C@H:56]([C:58]([CH2:60][Cl:61])=[O:59])[CH3:57])=[O:28])[CH2:23][CH:24]([CH3:26])[CH3:25])=[O:20])[CH2:11][C:12](=[O:18])[O:13][C:14]([CH3:15])([CH3:17])[CH3:16])=[O:8])[CH2:3][CH:4]([CH3:6])[CH3:5]. Reported procedure: Boc-Ala-CH2Cl (2 g) in 5 equiv of HCl in dioxane was stirred at room temp for 1 h. After removal of solvent, the residue was triturated with diethyl ether to give crude H-Ala-CH2Cl (1.41 g). The Z-Leu-Asp(OtBu)-Leu-OH (2.68 g) and N-methylmorpholine (0.54 mL) were dissolved in ThF (25 mL), the cooled to −20° C. Isobutyl chloroformate (0.64 mL) was added to generate the mixed anhydride, which was transferred to the H-Ala-CH2Cl (1.41 g in 10 mL of DMF) solution at −20° C. The resulting mixture was...